This data is from the Open Reaction Database (ORD), a public repository of structured organic reaction records. The task is: describe an organic reaction: reactants, conditions, products, and yield Solvent: ClC1=CC=CC=C1 (chlorobenzene). Reported procedure: A solution of [4-(6-methoxy-benzothiazol-2-ylazo)phenyl]-dimethyl-amine (Example 4b, 0.75 g, 2.40 mmol) and dimethyl sulfate (0.50 mL, 5.28 mmol) in 15 mL of chlorobenzene was heated under nitrogen at 70° C. for 3 hours. The solution was cooled and solid formed. The mixture was filtered, the solid was washed with diethyl ether and recrystallized from ethanol to give the title compound as a dark blue-black solid, mp 206-207° C., dec. RXN SMILES: [CH3:1][O:2][C:3]1[CH:22]=[CH:21][C:6]2[N:7]=[C:8]([N:10]=[N:11][C:12]3[CH:17]=[CH:16][C:15]([N:18]([CH3:20])[CH3:19])=[CH:14][CH:13]=3)[S:9][C:5]=2[CH:4]=1.[S:23]([O:28]C)([O:26][CH3:27])(=[O:25])=[O:24]>ClC1C=CC=CC=1>[CH3:27][O:26][S:23]([O-:28])(=[O:25])=[O:24].[CH3:20][N:18]([CH3:19])[C:15]1[CH:14]=[CH:13][C:12]([N:11]=[N:10][C:8]2[S:9][C:5]3[CH:4]=[C:3]([O:2][CH3:1])[CH:22]=[CH:21][C:6]=3[N+:7]=2[CH3:27])=[CH:17][CH:16]=1 |f:3.4|. Product: COS(=O)(=O)[O-].CN(C1=CC=C(C=C1)N=NC=1SC2=C([N+]1C)C=CC(=C2)OC)C (2-[[4-(Dimethylamino)phenyl]azo]-6-methoxy-3-methylbenzothiazol-3-ium methylsulfate). Reactants: COC1=CC2=C(N=C(S2)N=NC2=CC=C(C=C2)N(C)C)C=C1 ([4-(6-methoxy-benzothiazol-2-ylazo)phenyl]-dimethyl-amine), S(=O)(=O)(OC)OC (dimethyl sulfate). Starting materials: C(C1=CC=CC=C1)OC1=C(C=CC(=C1)Cl)C1=NSC(=N1)C(=O)OCC (ethyl 3-(2-(benzyloxy)-4-chlorophenyl)-1,2,4-thiadiazole-5-carboxylate), [BH4-].[Na+] (sodium borohydride). The solvent is CCO (EtOH). Conditions: time 2 hour. The product is C(C1=CC=CC=C1)OC1=C(C=CC(=C1)Cl)C1=NSC(=N1)CO ((3-(2-(Benzyloxy)-4-chlorophenyl)-1,2,4-thiadiazol-5-yl) methanol). The yield is 87.6%. RXN SMILES: [CH2:1]([O:8][C:9]1[CH:14]=[C:13]([Cl:15])[CH:12]=[CH:11][C:10]=1[C:16]1[N:20]=[C:19]([C:21](OCC)=[O:22])[S:18][N:17]=1)[C:2]1[CH:7]=[CH:6][CH:5]=[CH:4][CH:3]=1.[BH4-].[Na+]>CCO>[CH2:1]([O:8][C:9]1[CH:14]=[C:13]([Cl:15])[CH:12]=[CH:11][C:10]=1[C:16]1[N:20]=[C:19]([CH2:21][OH:22])[S:18][N:17]=1)[C:2]1[CH:3]=[CH:4][CH:5]=[CH:6][CH:7]=1 |f:1.2|. Reported procedure: To a solution of ethyl 3-(2-(benzyloxy)-4-chlorophenyl)-1,2,4-thiadiazole-5-carboxylate (0.45 g, 1.20 mmol) in EtOH (25 ml) was added sodium borohydride (0.113 g, 3.0 mmol) portion wise. The resulting reaction mixture was stirred at room temperature for 2 h. After the completion of the reaction (TLC monitoring), the reaction mass was cooled to 0° C., quenched it with 2 ml of water and concentrated under vacuum. Added water (50 ml) and extracted with ethyl acetate (3×50 ml). The combined organic ... Starting materials: CC(C)(C)OC(=O)CBr, [Li]CCCC, CC(C)CC=C1CCC2(CC1)SCC(=O)N2CCC(=O)O, CCCCCC, CCOC(C)=O, CC(C)NC(C)C, Cl, C1CCOC1, O. The product is CC(C)CC=C1CCC2(CC1)SC(CC(=O)OC(C)(C)C)C(=O)N2CCC(=O)O. As a reaction SMILES: [Br:34][CH2:35][C:36](=[O:37])[O:38][C:39]([CH3:40])([CH3:41])[CH3:42].[CH2:8]([Li:9])[CH2:10][CH2:11][CH3:12].[CH3:13][CH:14]([CH2:15][CH:16]=[C:17]1[CH2:18][CH2:19][C:20]2([N:21]([CH2:26][CH2:27][C:28](=[O:29])[OH:30])[C:22](=[O:25])[CH2:23][S:24]2)[CH2:31][CH2:32]1)[CH3:33].[CH3:44][CH2:45][CH2:46][CH2:47][CH2:48][CH3:49].[CH3:55][CH2:56][O:57][C:58](=[O:59])[CH3:60].[CH:1]([NH:2][CH:3]([CH3:4])[CH3:5])([CH3:6])[CH3:7].[ClH:43].[O:50]1[CH2:51][CH2:52][CH2:53][CH2:54]1.[OH2:61]>>[CH3:13][CH:14]([CH2:15][CH:16]=[C:17]1[CH2:18][CH2:19][C:20]2([N:21]([CH2:26][CH2:27][C:28](=[O:29])[OH:30])[C:22](=[O:25])[CH:23]([CH2:35][C:36](=[O:37])[O:38][C:39]([CH3:40])([CH3:41])[CH3:42])[S:24]2)[CH2:31][CH2:32]1)[CH3:33]. Starting materials: CC1=C(C=CC(=C1COC1=CC=CC=C1)C(C)=O)C(C(=O)OC)=CC (methyl α-[2-methyl-4-acetylphenyloxymethylphenyl]-β-methylacrylate), CON (O-methylhydroxylamine). The solvent is CO (methanol). Reaction conditions: temperature 25 celsius. The product is CC1=C(C=CC(=C1COC1=CC=CC=C1)CC=NOC)C(C(=O)OC)=CC (methyl α-[2-methyl-4-(2-methoxyiminoethyl)-phenyloxymethylphenyl] -β-methylacrylate). Isolated yield 72.7%. As a reaction SMILES: [CH3:1][C:2]1[C:7]([CH2:8][O:9][C:10]2[CH:15]=[CH:14][CH:13]=[CH:12][CH:11]=2)=[C:6]([C:16](=O)[CH3:17])[CH:5]=[CH:4][C:3]=1[C:19](=[CH:24][CH3:25])[C:20]([O:22][CH3:23])=[O:21].[CH3:26][O:27][NH2:28]>CO>[CH3:1][C:2]1[C:7]([CH2:8][O:9][C:10]2[CH:15]=[CH:14][CH:13]=[CH:12][CH:11]=2)=[C:6]([CH2:16][CH:17]=[N:28][O:27][CH3:26])[CH:5]=[CH:4][C:3]=1[C:19](=[CH:24][CH3:25])[C:20]([O:22][CH3:23])=[O:21]. Reported procedure: 22 g (67.4 mmol) of methyl α-[2-methyl-4-acetylphenyloxymethylphenyl]-β-methylacrylate and 11.3 g (0.135 mol) of O-methylhydroxylamine hydrochloric were refluxed in 600 ml of methanol for 6 hours. The mixture was allowed to cool to about 25° C., was hydrolyzed and extracted with ice water. The organic phases were washed with water, dried and evaporated down. There was obtained 18 g of the title compound in the form of pale yellow crystals (mp.: 55°-60° C.). The reactants are BrC1=CC=C2C=CN=C(C2=C1)CCCC (7-bromo-1-butylisoquinoline), C(C)(CC)[Li] (sec-butyl lithium), C(=O)=O (carbon dioxide). Solvent: C(C)OCC (diethyl ether). The product is C(CCC)C1=NC=CC2=CC=C(C=C12)C(=O)O (1-butylisoquinoline-7-carboxylic acid). RXN SMILES: Br[C:2]1[CH:11]=[C:10]2[C:5]([CH:6]=[CH:7][N:8]=[C:9]2[CH2:12][CH2:13][CH2:14][CH3:15])=[CH:4][CH:3]=1.C([Li])(CC)C.[C:21](=[O:23])=[O:22]>C(OCC)C>[CH2:12]([C:9]1[C:10]2[C:5](=[CH:4][CH:3]=[C:2]([C:21]([OH:23])=[O:22])[CH:11]=2)[CH:6]=[CH:7][N:8]=1)[CH2:13][CH2:14][CH3:15]. Procedure: To a −60° C. solution of 7-bromo-1-butylisoquinoline prepared in step 1 (940 mg, 3.55 mmol) in diethyl ether (15 mL) was added sec-butyl lithium (3.0 nL, 1.3 M cyclohexanes, 3.90 mmol) to yield a dark green solution. The reaction mixture was stirred at −60° C. for an additional 15 minutes at which time carbon dioxide gas was bubbled through the solution for 20 minutes with the aid of a gas dispersion tube. The resulting solution was then allowed to warm to room temperature and concentrated under... The reactants are C(C)(C)(C)OC(CN(CCO)CC1=CC=CC=C1)=O (N-Benzyl-N-(2-hydroxyethyl)-glycine tert-butyl ester), CS(=O)(=O)Cl (methanesulphonyl chloride). The solvent is N1=CC=CC=C1 (pyridine), ClCCl (dichloromethane). Reaction conditions: time 6.5 hour. Product: C(C)(C)(C)OC(CN(CCOS(=O)(=O)C)CC1=CC=CC=C1)=O (N-Benzyl-N-[2-(methanesulphonyloxy)ethyl]-glycine tert-butyl ester). Reaction SMILES: [C:1]([O:5][C:6](=[O:19])[CH2:7][N:8]([CH2:12][C:13]1[CH:18]=[CH:17][CH:16]=[CH:15][CH:14]=1)[CH2:9][CH2:10][OH:11])([CH3:4])([CH3:3])[CH3:2].[CH3:20][S:21](Cl)(=[O:23])=[O:22]>N1C=CC=CC=1.ClCCl>[C:1]([O:5][C:6](=[O:19])[CH2:7][N:8]([CH2:12][C:13]1[CH:18]=[CH:17][CH:16]=[CH:15][CH:14]=1)[CH2:9][CH2:10][O:11][S:21]([CH3:20])(=[O:23])=[O:22])([CH3:4])([CH3:2])[CH3:3]. Procedure: The product from Example 1 (10.0 g; 38 mmol) is dissolved in anhydrous pyridine (185 ml), and methanesulphonyl chloride (3.7 ml; 46 mmol) is slowly added dropwise at 0° C. The solution is stirred at room temperature for 6.5 h. Subsequently, the solution is diluted with dichloromethane (740 ml) and extracted twice with a 10% solution of sodium hydrogen carbonate (250 ml on each occasion). The organic phase is dried (magnesium sulphate) and concentrated, and the residue is subsequently distilled r... Starting materials: CC(C)(CC=O)NC(=O)OC(C)(C)C, CCCCCC, CCOC(C)=O, Nc1ccccc1C1(O)CCCCC1. Product: CC(C)(CCNc1ccccc1C1(O)CCCCC1)NC(=O)OC(C)(C)C. Reaction SMILES: [CH3:15][C:16]([CH2:17][CH:18]=[O:19])([CH3:20])[NH:21][C:22]([O:23][C:24]([CH3:25])([CH3:26])[CH3:27])=[O:28].[CH3:29][CH2:30][CH2:31][CH2:32][CH2:33][CH3:34].[CH3:35][CH2:36][O:37][C:38]([CH3:39])=[O:40].[NH2:1][c:2]1[c:3]([C:8]2([OH:14])[CH2:9][CH2:10][CH2:11][CH2:12][CH2:13]2)[cH:4][cH:5][cH:6][cH:7]1>>[NH:1]([c:2]1[c:3]([C:8]2([OH:14])[CH2:9][CH2:10][CH2:11][CH2:12][CH2:13]2)[cH:4][cH:5][cH:6][cH:7]1)[CH2:18][CH2:17][C:16]([CH3:15])([CH3:20])[NH:21][C:22]([O:23][C:24]([CH3:25])([CH3:26])[CH3:27])=[O:28].